This data is from the Open Reaction Database (ORD), a public repository of structured organic reaction records. The task is: describe an organic reaction: reactants, conditions, products, and yield Starting materials: Cc1cc(-c2c(F)c(SCc3ccccc3)c3c(=O)c(C(=O)O)cn4c3c2OCC4C)cc(C)n1, CCO. The product is Cc1cc(-c2c(F)cc3c(=O)c(C(=O)O)cn4c3c2OCC4C)cc(C)n1. As a reaction SMILES: [CH2:1]([S:2][c:9]1[c:10]([F:35])[c:11](-[c:27]2[cH:28][c:29]([CH3:34])[n:30][c:31]([CH3:33])[cH:32]2)[c:12]2[c:13]3[n:14]([cH:19][c:20]([C:24](=[O:25])[OH:26])[c:21](=[O:23])[c:22]13)[CH:15]([CH3:18])[CH2:16][O:17]2)[c:3]1[cH:4][cH:5][cH:6][cH:7][cH:8]1.[CH3:36][CH2:37][OH:38]>>[cH:9]1[c:10]([F:35])[c:11](-[c:27]2[cH:28][c:29]([CH3:34])[n:30][c:31]([CH3:33])[cH:32]2)[c:12]2[c:13]3[n:14]([cH:19][c:20]([C:24](=[O:25])[OH:26])[c:21](=[O:23])[c:22]13)[CH:15]([CH3:18])[CH2:16][O:17]2. Starting materials: CCS(=O)(=O)N1CCC(c2c[nH]c3c(C(N)=O)cc(Br)cc23)CC1, O=C([O-])[O-], [Cs+], [Cs+], NCc1ccc(B(O)O)cc1, C1COCCO1, O, c1ccc(P(c2ccccc2)(c2ccccc2)[Pd](P(c2ccccc2)(c2ccccc2)c2ccccc2)(P(c2ccccc2)(c2ccccc2)c2ccccc2)P(c2ccccc2)(c2ccccc2)c2ccccc2)cc1. Product: CCS(=O)(=O)N1CCC(c2c[nH]c3c(C(N)=O)cc(-c4ccc(CN)cc4)cc23)CC1. As a reaction SMILES: [Br:1][c:2]1[cH:3][c:4]2[c:5]([CH:14]3[CH2:15][CH2:16][N:17]([S:20](=[O:21])(=[O:22])[CH2:23][CH3:24])[CH2:18][CH2:19]3)[cH:6][nH:7][c:8]2[c:9]([C:11](=[O:12])[NH2:13])[cH:10]1.[C:25](=[O:26])([O-:27])[O-:28].[Cs+:29].[Cs+:30].[NH2:31][CH2:32][c:33]1[cH:34][cH:35][c:36]([B:39]([OH:40])[OH:41])[cH:37][cH:38]1.[O:42]1[CH2:43][CH2:44][O:45][CH2:46][CH2:47]1.[OH2:48].[cH:49]1[cH:50][cH:51][c:52]([P:53]([Pd:54]([P:55]([c:56]2[cH:57][cH:58][cH:59][cH:60][cH:61]2)([c:62]2[cH:63][cH:64][cH:65][cH:66][cH:67]2)[c:68]2[cH:69][cH:70][cH:71][cH:72][cH:73]2)([P:74]([c:75]2[cH:76][cH:77][cH:78][cH:79][cH:80]2)([c:81]2[cH:82][cH:83][cH:84][cH:85][cH:86]2)[c:87]2[cH:88][cH:89][cH:90][cH:91][cH:92]2)[P:93]([c:94]2[cH:95][cH:96][cH:97][cH:98][cH:99]2)([c:100]2[cH:101][cH:102][cH:103][cH:104][cH:105]2)[c:106]2[cH:107][cH:108][cH:109][cH:110][cH:111]2)([c:112]2[cH:113][cH:114][cH:115][cH:116][cH:117]2)[c:118]2[cH:119][cH:120][cH:121][cH:122][cH:123]2)[cH:124][cH:125]1>>[c:2]1(-[c:36]2[cH:35][cH:34][c:33]([CH2:32][NH2:31])[cH:38][cH:37]2)[cH:3][c:4]2[c:5]([CH:14]3[CH2:15][CH2:16][N:17]([S:20](=[O:21])(=[O:22])[CH2:23][CH3:24])[CH2:18][CH2:19]3)[cH:6][nH:7][c:8]2[c:9]([C:11](=[O:12])[NH2:13])[cH:10]1. Reactants: NC1=C(C=CC=C1)S(=O)(=O)N(C)C (2-Amino-N,N-dimethyl-benzenesulfonamide), [H-].[Na+] (sodium hydride), oil, ClC1=NC=C(C(=N1)Cl)Cl (2,4,5-trichloropyrimidine). Solvent: CN(C=O)C (N,N-dimethylformamide). Reaction conditions: temperature 0 celsius, time 5 minute. Yields the product ClC1=NC=C(C(=N1)NC1=C(C=CC=C1)S(=O)(=O)N(C)C)Cl (2-(2,5-dichloro-pyrimidin-4-ylamino)-N,N-dimethyl-benzenesulfonamide). Isolated yield 53.6%. As a reaction SMILES: [NH2:1][C:2]1[CH:7]=[CH:6][CH:5]=[CH:4][C:3]=1[S:8]([N:11]([CH3:13])[CH3:12])(=[O:10])=[O:9].[H-].[Na+].[Cl:16][C:17]1[N:22]=[C:21](Cl)[C:20]([Cl:24])=[CH:19][N:18]=1>CN(C)C=O>[Cl:16][C:17]1[N:22]=[C:21]([NH:1][C:2]2[CH:7]=[CH:6][CH:5]=[CH:4][C:3]=2[S:8]([N:11]([CH3:13])[CH3:12])(=[O:10])=[O:9])[C:20]([Cl:24])=[CH:19][N:18]=1 |f:1.2|. Reported procedure: 2-Amino-N,N-dimethyl-benzenesulfonamide (10.00 g, 49.94 mmol) in N,N-dimethylformamide (200 mL) was treated with sodium hydride 60% dispersion in mineral oil (3.99 g) at 0° C., then 2,4,5-trichloropyrimidine (8.587 mL, 74.90 mmol) was added and the reaction was stirred for 5 minutes at 0° C., then for 3 hours at room temperature. The reaction was quenched with aqueous saturated ammonium chloride, then water. The precipitate was collected by filtration and recrystallized from methanol to give 2-(... Reactants: ClB(Cl)Cl, ClCCl, Nc1ccc(OCc2ccccc2)c(Br)c1. The product is Nc1ccc(O)c(Br)c1. As a reaction SMILES: [B:17]([Cl:18])([Cl:19])[Cl:20].[Cl:21][CH2:22][Cl:23].[NH2:1][c:2]1[cH:3][c:4]([Br:16])[c:5]([O:8][CH2:9][c:10]2[cH:11][cH:12][cH:13][cH:14][cH:15]2)[cH:6][cH:7]1>>[NH2:1][c:2]1[cH:3][c:4]([Br:16])[c:5]([OH:8])[cH:6][cH:7]1. Reactants: CCCc1nc2cc(NC(=O)OC(C)(C)C)ccc2n1CC(=O)OC(C)(C)C, CCO, ClCCl, [Na+], [OH-]. Yields the product CCCc1nc2cc(NC(=O)OC(C)(C)C)ccc2n1CC(=O)O. Reaction SMILES: [C:1]([CH3:2])([CH3:3])([CH3:4])[O:5][C:6]([CH2:7][n:8]1[c:9]([CH2:25][CH2:26][CH3:27])[n:10][c:11]2[c:12]1[cH:13][cH:14][c:15]([NH:17][C:18](=[O:19])[O:20][C:21]([CH3:22])([CH3:23])[CH3:24])[cH:16]2)=[O:28].[CH3:31][CH2:32][OH:33].[Cl:34][CH2:35][Cl:36].[Na+:30].[OH-:29]>>[O:5]=[C:6]([CH2:7][n:8]1[c:9]([CH2:25][CH2:26][CH3:27])[n:10][c:11]2[c:12]1[cH:13][cH:14][c:15]([NH:17][C:18](=[O:19])[O:20][C:21]([CH3:22])([CH3:23])[CH3:24])[cH:16]2)[OH:28]. Reactants: Cn1nnnc1C(=NOCc1cccc(Br)n1)c1ccccc1, CCCCCONC(=O)OC(C)(C)C, Cc1ccccc1, c1ccc(P(c2ccccc2)c2ccc3ccccc3c2-c2c(P(c3ccccc3)c3ccccc3)ccc3ccccc23)cc1. Yields the product CCCCCON(C(=O)OC(C)(C)C)c1cccc(CON=C(c2ccccc2)c2nnnn2C)n1. RXN SMILES: [Br:1][c:2]1[cH:3][cH:4][cH:5][c:6]([CH2:8][O:9][N:10]=[C:11]([c:12]2[cH:13][cH:14][cH:15][cH:16][cH:17]2)[c:18]2[n:19][n:20][n:21][n:22]2[CH3:23])[n:7]1.[C:24]([CH3:25])([CH3:26])([CH3:27])[O:28][C:29]([NH:30][O:31][CH2:32][CH2:33][CH2:34][CH2:35][CH3:36])=[O:37].[CH3:84][c:85]1[cH:86][cH:87][cH:88][cH:89][cH:90]1.[cH:38]1[cH:39][cH:40][c:41]([P:42]([c:43]2[cH:44][cH:45][c:46]3[c:47]([cH:48][cH:49][cH:50][cH:51]3)[c:52]2-[c:53]2[c:54]3[c:55]([cH:56][cH:57][cH:58][cH:59]3)[cH:60][cH:61][c:62]2[P:63]([c:64]2[cH:65][cH:66][cH:67][cH:68][cH:69]2)[c:70]2[cH:71][cH:72][cH:73][cH:74][cH:75]2)[c:76]2[cH:77][cH:78][cH:79][cH:80][cH:81]2)[cH:82][cH:83]1>>[c:2]1([N:30]([C:29]([O:28][C:24]([CH3:25])([CH3:26])[CH3:27])=[O:37])[O:31][CH2:32][CH2:33][CH2:34][CH2:35][CH3:36])[cH:3][cH:4][cH:5][c:6]([CH2:8][O:9][N:10]=[C:11]([c:12]2[cH:13][cH:14][cH:15][cH:16][cH:17]2)[c:18]2[n:19][n:20][n:21][n:22]2[CH3:23])[n:7]1. Reactants: BrC(Br)(Br)Br (tetrabromomethane), C1(=CC=CC=C1)P(C1=CC=CC=C1)C1=CC=CC=C1 (triphenylphosphine), FC1=C(C(=CC(=C1)CO)F)O[Si](C(C)C)(C(C)C)C(C)C (1,3-difluoro-5-hydroxymethyl-2-triisopropylsilanyloxybenzene). The solvent is ClCCl (dichloromethane). Run at temperature 0 celsius. Yields the product BrCC=1C=C(C(=C(C1)F)O[Si](C(C)C)(C(C)C)C(C)C)F (5-Bromomethyl-1,3-difluoro-2-triisopropylsilanyloxybenzene). Reaction SMILES: [F:1][C:2]1[CH:7]=[C:6]([CH2:8]O)[CH:5]=[C:4]([F:10])[C:3]=1[O:11][Si:12]([CH:19]([CH3:21])[CH3:20])([CH:16]([CH3:18])[CH3:17])[CH:13]([CH3:15])[CH3:14].[Br:22]C(Br)(Br)Br.C1(P(C2C=CC=CC=2)C2C=CC=CC=2)C=CC=CC=1>ClCCl>[Br:22][CH2:8][C:6]1[CH:5]=[C:4]([F:10])[C:3]([O:11][Si:12]([CH:19]([CH3:21])[CH3:20])([CH:16]([CH3:18])[CH3:17])[CH:13]([CH3:15])[CH3:14])=[C:2]([F:1])[CH:7]=1. Reported procedure: 7.40 g (23.4 mmol) of 1,3-difluoro-5-hydroxymethyl-2-triisopropylsilanyloxybenzene are dissolved in 90 ml of dry dichloromethane by stirring at 0° C. under argon. 10.1 g (30.4 mmol) of tetrabromomethane and 7.97 g (30.4 mmol) of triphenylphosphine are successively added to this solution, and the mixture is then stirred under reflux under argon for 12 h. The reaction mixture is washed with water, the organic phase is separated off, dried over magnesium sulfate and filtered, and the solvent is dis... The reactants are C(C=C)OC(=O)N[C@@]1([C@@H]2[C@H]([C@@H]2C[C@@H]1F)C(=O)O)C(=O)O ((1S,2S,3S,5R,6S)-2-(((Allyloxy)carbonyl)amino)-3-fluorobicyclo[3.1.0]hexane-2,6-dicarboxylic acid), ( 4 ), BrCC=1OC(OC1C)=O (4-(bromomethyl)-5-methyl-1,3-dioxol-2-one), ( 3 ). The product is N[C@@]1([C@@H]2[C@H]([C@@H]2C[C@@H]1F)C(=O)OCC=1OC(OC1C)=O)C(=O)OCC=1OC(OC1C)=O ((1S,2S,3S,5R,6S)-bis((5-methyl-2-oxo-1,3-dioxol-4-yl)methyl) 2-amino-3-fluorobicyclo[3.1.0]hexane-2,6-dicarboxylate). Yield: 29.3%. Reaction SMILES: C(OC([NH:7][C@@:8]1([C:18]([OH:20])=[O:19])[C@@H:13]([F:14])[CH2:12][C@@H:11]2[C@H:9]1[C@H:10]2[C:15]([OH:17])=[O:16])=O)C=C.Br[CH2:22][C:23]1[O:24][C:25](=[O:29])[O:26][C:27]=1[CH3:28]>>[NH2:7][C@@:8]1([C:18]([O:20][CH2:22][C:23]2[O:24][C:25](=[O:29])[O:26][C:27]=2[CH3:28])=[O:19])[C@@H:13]([F:14])[CH2:12][C@@H:11]2[C@H:9]1[C@H:10]2[C:15]([O:17][CH2:22][C:23]1[O:24][C:25](=[O:29])[O:26][C:27]=1[CH3:28])=[O:16]. Reported procedure: (1S,2S,3S,5R,6S)-2-(((Allyloxy)carbonyl)amino)-3-fluorobicyclo[3.1.0]hexane-2,6-dicarboxylic acid (A-1-1, 660 mg) and 4-(bromomethyl)-5-methyl-1,3-dioxol-2-one (639 mg) were treated in the same manner as in Example A-1 (3) and (4) to give the title compound (C-2, 207 mg) as a pale yellow oil. The reactants are CC(=O)NC=CSC1=C(C(=O)O[Si](c2ccccc2)(c2ccccc2)C(C)(C)C)N2C(=O)C(C(C)OS(C)(=O)=O)C2C1, ClCCl, C1=NCCCN2CCCCC12. The product is CC=C1C(=O)N2C(C(=O)O[Si](c3ccccc3)(c3ccccc3)C(C)(C)C)=C(SC=CNC(C)=O)CC12. RXN SMILES: [C:1]([CH3:2])(=[O:3])[NH:4][CH:5]=[CH:6][S:7][C:8]1=[C:9]([C:23](=[O:24])[O:25][Si:26]([c:27]2[cH:28][cH:29][cH:30][cH:31][cH:32]2)([c:33]2[cH:34][cH:35][cH:36][cH:37][cH:38]2)[C:39]([CH3:40])([CH3:41])[CH3:42])[N:10]2[C:11](=[O:22])[CH:12]([CH:15]([CH3:16])[O:17][S:18]([CH3:19])(=[O:20])=[O:21])[CH:13]2[CH2:14]1.[Cl:54][CH2:55][Cl:56].[N:43]12[CH2:44][CH2:45][CH2:46][CH2:47][CH:48]1[CH:49]=[N:50][CH2:51][CH2:52][CH2:53]2>>[C:1]([CH3:2])(=[O:3])[NH:4][CH:5]=[CH:6][S:7][C:8]1=[C:9]([C:23](=[O:24])[O:25][Si:26]([c:27]2[cH:28][cH:29][cH:30][cH:31][cH:32]2)([c:33]2[cH:34][cH:35][cH:36][cH:37][cH:38]2)[C:39]([CH3:40])([CH3:41])[CH3:42])[N:10]2[C:11](=[O:22])[C:12](=[CH:15][CH3:16])[CH:13]2[CH2:14]1.